This data is from the Open Reaction Database (ORD), a public repository of structured organic reaction records. The task is: describe an organic reaction: reactants, conditions, products, and yield Procedure: In the same manner as described in Example 20-(1), 2-amino-1-(t-butyldiphenylsilyloxy)ethane (450 mg, 1.5 mmol) was acylated with (R)-3-decanoyloxytetradecanoic acid (600 mg, 1.5 mmol) in the presence of EDC.MeI (594 mg, 2.0 mmol) and then deprotected with TBAF (1.0 M in THF, 2.5 mL, 2.5 mmol) in THF (10 mL) to afford 488 mg (81%) of 2-[(R)-3-decanoyloxytetradecanoylamino]ethanol as an off-white solid. Run in C1CCOC1 (THF), C(CCl)Cl (EDC). Reaction SMILES: [NH2:1][CH2:2][CH2:3][O:4][Si](C(C)(C)C)(C1C=CC=CC=1)C1C=CC=CC=1.[C:22]([O:33][C@H:34]([CH2:39][CH2:40][CH2:41][CH2:42][CH2:43][CH2:44][CH2:45][CH2:46][CH2:47][CH2:48][CH3:49])[CH2:35][C:36]([OH:38])=O)(=[O:32])[CH2:23][CH2:24][CH2:25][CH2:26][CH2:27][CH2:28][CH2:29][CH2:30][CH3:31].CI.CCCC[N+](CCCC)(CCCC)CCCC.[F-]>C1COCC1.C(Cl)CCl>[C:22]([O:33][C@H:34]([CH2:39][CH2:40][CH2:41][CH2:42][CH2:43][CH2:44][CH2:45][CH2:46][CH2:47][CH2:48][CH3:49])[CH2:35][C:36]([NH:1][CH2:2][CH2:3][OH:4])=[O:38])(=[O:32])[CH2:23][CH2:24][CH2:25][CH2:26][CH2:27][CH2:28][CH2:29][CH2:30][CH3:31] |f:3.4|. The yield is 73.7%. Starting materials: NCCO[Si](C1=CC=CC=C1)(C1=CC=CC=C1)C(C)(C)C (2-amino-1-(t-butyldiphenylsilyloxy)ethane), CCCC[N+](CCCC)(CCCC)CCCC.[F-] (TBAF), C(CCCCCCCCC)(=O)O[C@@H](CC(=O)O)CCCCCCCCCCC ((R)-3-decanoyloxytetradecanoic acid), CI (MeI). The product is C(CCCCCCCCC)(=O)O[C@@H](CC(=O)NCCO)CCCCCCCCCCC (2-[(R)-3-decanoyloxytetradecanoylamino]ethanol). The reactants are CCOC(=O)c1cc(OC(C)=O)c2ccn(C3CC3)c2c1, CCO, [K+], [K+], O=C([O-])[O-]. Reaction SMILES: [C:1](=[O:2])([CH3:3])[O:4][c:5]1[c:6]2[cH:7][cH:8][n:9]([CH:19]3[CH2:20][CH2:21]3)[c:10]2[cH:11][c:12]([C:14](=[O:15])[O:16][CH2:17][CH3:18])[cH:13]1.[CH3:28][CH2:29][OH:30].[K+:22].[K+:23].[O-:24][C:25]([O-:26])=[O:27]>>[OH:4][c:5]1[c:6]2[cH:7][cH:8][n:9]([CH:19]3[CH2:20][CH2:21]3)[c:10]2[cH:11][c:12]([C:14](=[O:15])[O:16][CH2:17][CH3:18])[cH:13]1. The product is CCOC(=O)c1cc(O)c2ccn(C3CC3)c2c1. Reactants: ice water, ClCC(=O)Cl (chloroacetyl chloride), ice, NC1=CC=CC=2C(C3=CC=CC(=C3C(C12)=O)N)=O (1,8-diaminoanthraquinone). The reagents and catalysts are N1=CC=CC=C1 (pyridine). Solvent: CN(C)C=O (DMF). Conditions: time 24 hour. The product is ClCC(=O)NC1=CC=CC=2C(C3=CC=CC(=C3C(C12)=O)NC(CCl)=O)=O (1,8-Bis(chloroacetamido)anthraquinone). Isolated yield 80.0%. As a reaction SMILES: [NH2:1][C:2]1[C:15]2[C:14](=[O:16])[C:13]3[C:8](=[CH:9][CH:10]=[CH:11][C:12]=3[NH2:17])[C:7](=[O:18])[C:6]=2[CH:5]=[CH:4][CH:3]=1.[Cl:19][CH2:20][C:21](Cl)=[O:22]>CN(C=O)C.N1C=CC=CC=1>[Cl:19][CH2:20][C:21]([NH:1][C:2]1[C:15]2[C:14](=[O:16])[C:13]3[C:8](=[CH:9][CH:10]=[CH:11][C:12]=3[NH:17][C:21](=[O:22])[CH2:20][Cl:19])[C:7](=[O:18])[C:6]=2[CH:5]=[CH:4][CH:3]=1)=[O:22]. Reported procedure: Dissolve 1,8-diaminoanthraquinone (0.476 g, 2.0 mmol) in 20 ml DMF. Add pyridine (0.5 ml) as catalyst in an ice bath. Then add chloroacetyl chloride (0.5 ml, 6 mmol) into the solution, remove the ice bath, introduce nitrogen, protect from light, and stir the solution at room temperature for 24 hours. The reacted solution is poured into ice water (50 ml), filtered to get precipitate. At last, the precipitate is recrystallized to get yellow compound 3. The reactants are BrC=1C=CC=2N(C1)C(=NN2)C2=C(C=CC=C2)OC (6-bromo-3-(2-methoxyphenyl)-[1,2,4]triazolo[4,3-a]pyridine), COC1=CC=C(C=C1)B(O)O (4-methoxyphenylboronic acid), C([O-])([O-])=O.[Cs+].[Cs+] (cesium carbonate), O1CCOCC1 (1,4-dioxane). Reagents/catalysts: C=1C=CC(=CC1)[P](C=2C=CC=CC2)(C=3C=CC=CC3)[Pd]([P](C=4C=CC=CC4)(C=5C=CC=CC5)C=6C=CC=CC6)([P](C=7C=CC=CC7)(C=8C=CC=CC8)C=9C=CC=CC9)[P](C=1C=CC=CC1)(C=1C=CC=CC1)C=1C=CC=CC1 (tetrakis(triphenylphosphine)palladium). The solvent is O (water). Run at temperature 100 celsius, time 10 hour. Product: COC1=C(C=CC=C1)C1=NN=C2N1C=C(C=C2)C2=CC=C(C=C2)OC (3-(2-Methoxyphenyl)-6-(4-methoxyphenyl)-[1,2,4]triazolo[4,3-a]pyridine). The yield is 84.5%. RXN SMILES: Br[C:2]1[CH:3]=[CH:4][C:5]2[N:6]([C:8]([C:11]3[CH:16]=[CH:15][CH:14]=[CH:13][C:12]=3[O:17][CH3:18])=[N:9][N:10]=2)[CH:7]=1.[CH3:19][O:20][C:21]1[CH:26]=[CH:25][C:24](B(O)O)=[CH:23][CH:22]=1.C(=O)([O-])[O-].[Cs+].[Cs+].O1CCOCC1>C1C=CC([P]([Pd]([P](C2C=CC=CC=2)(C2C=CC=CC=2)C2C=CC=CC=2)([P](C2C=CC=CC=2)(C2C=CC=CC=2)C2C=CC=CC=2)[P](C2C=CC=CC=2)(C2C=CC=CC=2)C2C=CC=CC=2)(C2C=CC=CC=2)C2C=CC=CC=2)=CC=1.O>[CH3:18][O:17][C:12]1[CH:13]=[CH:14][CH:15]=[CH:16][C:11]=1[C:8]1[N:6]2[CH:7]=[C:2]([C:24]3[CH:25]=[CH:26][C:21]([O:20][CH3:19])=[CH:22][CH:23]=3)[CH:3]=[CH:4][C:5]2=[N:10][N:9]=1 |f:2.3.4,^1:45,47,66,85|. Procedure: A flask was charged with 6-bromo-3-(2-methoxyphenyl)-[1,2,4]triazolo[4,3-a]pyridine (151 mg, 0.5 mmol), 4-methoxyphenylboronic acid (80 mg, 0.5 mmol), tetrakis(triphenylphosphine)palladium (Pd(PPh3)4, 5.8 mg, 0.005 mmol), cesium carbonate (Cs2CO3, 326 mg, 1.0 mmol), 1,4-dioxane (10 mL) and water (2 mL). The mixture was stirred at 100° C. under Argon for 10 h. The mixture was evaporated to afford the crude product. The crude product was purified by column chromatography on silica gel (petroleum e... The yield is 115.1%. Starting materials: F[C@@H]1[C@@H]2[C@H]3CCC(C=C3C[C@H]([C@H]2[C@@H]2CCC([C@@]2(C)C1)=O)CCCCCO[Si](C)(C)C(C)(C)C)=O (11β-fluoro-7α-(5-tert-butyl-dimethylsilyloxypentyl)-estr-4-ene-3,17-dione), C(C)(=O)O (acetic acid). Yields the product F[C@@H]1[C@@H]2[C@H]3CCC(C=C3C[C@H]([C@H]2[C@@H]2CCC([C@@]2(C)C1)=O)CCCCCO)=O (11β-fluoro-7α-(5-hydroxypentyl)-estr-4-ene-3,17-dione). Run in C1CCOC1 (THF), O (water). As a reaction SMILES: [F:1][C@H:2]1[CH2:19][C@@:17]2([CH3:18])[C@@H:13]([CH2:14][CH2:15][C:16]2=[O:20])[C@H:12]2[C@H:3]1[C@@H:4]1[C:9]([CH2:10][C@H:11]2[CH2:21][CH2:22][CH2:23][CH2:24][CH2:25][O:26][Si](C(C)(C)C)(C)C)=[CH:8][C:7](=[O:34])[CH2:6][CH2:5]1.C(O)(=O)C>C1COCC1.O>[F:1][C@H:2]1[CH2:19][C@@:17]2([CH3:18])[C@@H:13]([CH2:14][CH2:15][C:16]2=[O:20])[C@H:12]2[C@H:3]1[C@@H:4]1[C:9]([CH2:10][C@H:11]2[CH2:21][CH2:22][CH2:23][CH2:24][CH2:25][OH:26])=[CH:8][C:7](=[O:34])[CH2:6][CH2:5]1. Procedure details: A solution of 23.1 g of 11β-fluoro-7α-(5-tert-butyl-dimethylsilyloxypentyl)-estr-4-ene-3,17-dione in 115 ml of THF and 64 ml of water are stirred with 128 ml of glacial acetic acid for 2.5 hours at 50° C. The reaction mixture is concentrated by evaporation in a vacuum, taken up in ethyl acetate, washed with water and dried. 20.4 g of 11β-fluoro-7α-(5-hydroxypentyl)-estr-4-ene-3,17-dione is obtained as foam. The reactants are C(C)(C)(C)OC(=O)C=1OC2=C(C1C)C(=CC=C2)N2CCOCC2 (3-methyl-4-morpholin-4-yl-benzofuran-2-carboxylic acid tert-butyl ester), C(=O)(C(F)(F)F)O.ClCCl (TFA dichloromethane). Run at time 5 hour. The product is CC1=C(OC2=C1C(=CC=C2)N2CCOCC2)C(=O)O (3-methyl-4-morpholin-4-yl-benzofuran-2-carboxylic acid). The yield is 92.8%. RXN SMILES: C([O:5][C:6]([C:8]1[O:9][C:10]2[CH:17]=[CH:16][CH:15]=[C:14]([N:18]3[CH2:23][CH2:22][O:21][CH2:20][CH2:19]3)[C:11]=2[C:12]=1[CH3:13])=[O:7])(C)(C)C.C(O)(C(F)(F)F)=O.ClCCl>>[CH3:13][C:12]1[C:11]2[C:14]([N:18]3[CH2:23][CH2:22][O:21][CH2:20][CH2:19]3)=[CH:15][CH:16]=[CH:17][C:10]=2[O:9][C:8]=1[C:6]([OH:7])=[O:5] |f:1.2|. Reported procedure: To 140 mg 3-methyl-4-morpholin-4-yl-benzofuran-2-carboxylic acid tert-butyl ester was added 4 mL of TFA/dichloromethane (1:1). The solution was stirred at room temperature for 5 h. The solvents were removed under vacuum and the residue was triturated with ether. Filtration gave 107 mg of 3-methyl-4-morpholin-4-yl-benzofuran-2-carboxylic acid as a white solid. Reactants: NC=1C=2N(C=C(C1)C=1C(=C(C=CC1)NC(C1=CC=C(C=C1)C(C)(C)C)=O)C)C=CN2 (N-[3-(8-Amino-imidazo[1,2-a]pyridin-6-yl)-2-methyl-phenyl]-4-tert-butyl-benzamide), C(C)(C)N(CC)C(C)C (diisopropylethylamine), C(=O)(Cl)Cl (phosgene), C1(=CC=CC=C1)C (toluene). The solvent is ClCCl (dichloromethane). Conditions: time 5 minute. Product: C(C)(C)(C)C1=CC=C(C(=O)NC2=C(C(=CC=C2)C=2C=C(C=3N(C2)C=CN3)NC(=O)NCC)C)C=C1 (4-tert-Butyl-N-{3-[8-(3-ethyl-ureido)-imidazo[1,2-a]pyridin-6-yl]-2-methyl-phenyl}-benzamide). As a reaction SMILES: [NH2:1][C:2]1[C:3]2[N:4]([CH:28]=[CH:29][N:30]=2)[CH:5]=[C:6]([C:8]2[C:9]([CH3:27])=[C:10]([NH:14][C:15](=[O:26])[C:16]3[CH:21]=[CH:20][C:19]([C:22]([CH3:25])([CH3:24])[CH3:23])=[CH:18][CH:17]=3)[CH:11]=[CH:12][CH:13]=2)[CH:7]=1.[CH:31]([N:34]([CH:37](C)C)CC)(C)[CH3:32].C(Cl)(Cl)=[O:41].C1(C)C=CC=CC=1>ClCCl>[C:22]([C:19]1[CH:20]=[CH:21][C:16]([C:15]([NH:14][C:10]2[CH:11]=[CH:12][CH:13]=[C:8]([C:6]3[CH:7]=[C:2]([NH:1][C:37]([NH:34][CH2:31][CH3:32])=[O:41])[C:3]4[N:4]([CH:28]=[CH:29][N:30]=4)[CH:5]=3)[C:9]=2[CH3:27])=[O:26])=[CH:17][CH:18]=1)([CH3:25])([CH3:23])[CH3:24]. Procedure details: To N-[3-(8-Amino-imidazo[1,2-a]pyridin-6-yl)-2-methyl-phenyl]-4-tert-butyl-benzamide (53 mg, 0.133 mmol) in dichloromethane (5 mL) at 0° C. was added diisopropylethylamine (60 μL, 2.5 eq) and the resulting mixture was stirred for 5 minutes. Then at 0° C. with stirring was added a 20% phosgene solution in toluene (84 μL, 1.2 eq) all at once, and the resulting solution was stirred at 0° C. for 5 minutes. Next, ethylamine(g) was bubbled through the solution for about 2 minutes. Additional phosgene ...